From a dataset of the Open Reaction Database (ORD), a public repository of structured organic reaction records. describe an organic reaction: reactants, conditions, products, and yield The reactants are C(=S)=S (carbon disulfide), C(C)OCC (diethyl ether), C(O)CN (ethanolamine). Solvent: C(C)O (ethanol). Run at temperature -5 celsius, time 75 minute. Product: OCCN1C(SCC1=O)=S (N-(2-hydroxyethyl)rhodanine). RXN SMILES: [C:1](=[S:3])=[S:2].C([O:6][CH2:7][CH3:8])C.[CH2:9]([CH2:11][NH2:12])[OH:10]>C(O)C>[OH:10][CH2:9][CH2:11][N:12]1[C:7](=[O:6])[CH2:8][S:2][C:1]1=[S:3]. Reported procedure: Sixty milliliters of carbon disulfide were added to 200 ml of diethyl ether. The solution was chilled to -5° C. and slowly added to a solution of 138 ml of ethanolamine in 250 ml of ethanol. After holding the mixture at ambient temperature for 16 hours, the resulting top layer was decanted and the residual oil washed twice with 50 ml of diethyl ether. To the oil was added a solution of 71 g of chloroacetic acid in 150 ml of 5N sodium hydroxide at 0° C. The cooling bath was removed and the reacti... The reactants are C1CCOC1, Oc1ccc2[nH]cc(C3=CCNCC3)c2c1. The product is Oc1ccc2[nH]cc(C3CCNCC3)c2c1. As a reaction SMILES: [O:17]1[CH2:18][CH2:19][CH2:20][CH2:21]1.[OH:1][c:2]1[cH:3][c:4]2[c:5]([C:11]3=[CH:16][CH2:15][NH:14][CH2:13][CH2:12]3)[cH:6][nH:7][c:8]2[cH:9][cH:10]1>>[OH:1][c:2]1[cH:3][c:4]2[c:5]([CH:11]3[CH2:12][CH2:13][NH:14][CH2:15][CH2:16]3)[cH:6][nH:7][c:8]2[cH:9][cH:10]1.